From a dataset of the Open Reaction Database (ORD), a public repository of structured organic reaction records. describe an organic reaction: reactants, conditions, products, and yield The product is CC(C)(C)OC(=O)N1C(CCC(=O)O)COC1(C)C. Reactants: COC(=O)CCC1COC(C)(C)N1C(=O)OC(C)(C)C, CO, [Na+], [OH-], O. RXN SMILES: [C:3]([CH3:4])([CH3:5])([CH3:6])[O:7][C:8](=[O:9])[N:10]1[C:11]([CH3:21])([CH3:22])[O:12][CH2:13][CH:14]1[CH2:15][CH2:16][C:17](=[O:18])[O:19][CH3:20].[CH3:24][OH:25].[Na+:2].[OH-:1].[OH2:23]>>[C:3]([CH3:4])([CH3:5])([CH3:6])[O:7][C:8](=[O:9])[N:10]1[C:11]([CH3:21])([CH3:22])[O:12][CH2:13][CH:14]1[CH2:15][CH2:16][C:17](=[O:18])[OH:19].